This data is from the Open Reaction Database (ORD), a public repository of structured organic reaction records. The task is: describe an organic reaction: reactants, conditions, products, and yield The reactants are O=S(=O)(O)Cl, O=C(Cl)C(=O)Cl, ClCCCOc1ccccc1, ClCCl, CN(C)C=O. Product: O=S(=O)(Cl)c1ccc(OCCCCl)cc1. As a reaction SMILES: [Cl:12][S:13](=[O:14])(=[O:15])[OH:16].[Cl:17][C:18]([C:19]([Cl:20])=[O:21])=[O:22].[Cl:1][CH2:2][CH2:3][CH2:4][O:5][c:6]1[cH:7][cH:8][cH:9][cH:10][cH:11]1.[Cl:28][CH2:29][Cl:30].[O:23]=[CH:24][N:25]([CH3:26])[CH3:27]>>[Cl:1][CH2:2][CH2:3][CH2:4][O:5][c:6]1[cH:7][cH:8][c:9]([S:13]([Cl:12])(=[O:14])=[O:15])[cH:10][cH:11]1. As a reaction SMILES: [C:1]([O:5][C:6](=[O:16])[N:7]([C@H:9]1[CH2:14][CH2:13][C@H:12]([OH:15])[CH2:11][CH2:10]1)[CH3:8])([CH3:4])([CH3:3])[CH3:2].[Br:17][CH2:18][CH2:19][CH2:20][CH2:21]Br>>[C:1]([O:5][C:6](=[O:16])[N:7]([C@H:9]1[CH2:10][CH2:11][C@H:12]([O:15][CH2:21][CH2:20][CH2:19][CH2:18][Br:17])[CH2:13][CH2:14]1)[CH3:8])([CH3:4])([CH3:2])[CH3:3]. Starting materials: C(C)(C)(C)OC(N(C)[C@@H]1CC[C@H](CC1)O)=O (trans-(4-Hydroxy-cyclohexyl)-methyl-carbamic acid tert-butyl ester), BrCCCCBr (1,4-dibrombutane). The product is C(C)(C)(C)OC(N(C)[C@@H]1CC[C@H](CC1)OCCCCBr)=O (trans-[4-(4-Bromo-butoxy)-cyclohexyl]-methyl-carbamic acid tert-butyl ester). Reported procedure: In analogy to example 11.5, trans-(4-Hydroxy-cyclohexyl)-methyl-carbamic acid tert-butyl ester and 1,4-dibrombutane were reacted to yield trans-[4-(4-Bromo-butoxy)-cyclohexyl]-methyl-carbamic acid tert-butyl ester as yellowish oil, MS: 364 (MH+, 1Br). Starting materials: CCO, NCCCNCc1ccc(Cl)cc1, CSC(=C[N+](=O)[O-])SC. Product: O=[N+]([O-])C=C1NCCCN1Cc1ccc(Cl)cc1. Reaction SMILES: [CH3:23][CH2:24][OH:25].[Cl:1][c:2]1[cH:3][cH:4][c:5]([CH2:6][NH:7][CH2:8][CH2:9][CH2:10][NH2:11])[cH:12][cH:13]1.[N+:14](=[O:15])([O-:16])[CH:17]=[C:18]([S:19][CH3:20])[S:21][CH3:22]>>[Cl:1][c:2]1[cH:3][cH:4][c:5]([CH2:6][N:7]2[CH2:8][CH2:9][CH2:10][NH:11][C:18]2=[CH:17][N+:14](=[O:15])[O-:16])[cH:12][cH:13]1. Reactants: ClC=1C(=NC=C(C1)C(F)(F)F)OC1=CC=C(OC(C(=O)N)C)C=C1 (2-(4-((3-Chloro-5-(trifluoromethyl)-2-pyridyl)-oxy)phenoxy)propanamide), C(CCC)N=C=O (Butyl isocyanate). Solvent: C1(=CC=CC=C1)C (toluene). Product: C(CCC)NC(=O)NC(C(C)OC1=CC=C(C=C1)OC1=NC=C(C=C1Cl)C(F)(F)F)=O (N-((Butylamino)carbonyl)-2-(4-((3-chloro-5-(trifluoromethyl)-2-pyridyl)oxy)phenoxy)-propanamide). RXN SMILES: [Cl:1][C:2]1[C:3]([O:12][C:13]2[CH:24]=[CH:23][C:16]([O:17][CH:18]([CH3:22])[C:19]([NH2:21])=[O:20])=[CH:15][CH:14]=2)=[N:4][CH:5]=[C:6]([C:8]([F:11])([F:10])[F:9])[CH:7]=1.[CH2:25]([N:29]=[C:30]=[O:31])[CH2:26][CH2:27][CH3:28]>C1(C)C=CC=CC=1>[CH2:25]([NH:29][C:30]([NH:21][C:19](=[O:20])[CH:18]([O:17][C:16]1[CH:23]=[CH:24][C:13]([O:12][C:3]2[C:2]([Cl:1])=[CH:7][C:6]([C:8]([F:11])([F:10])[F:9])=[CH:5][N:4]=2)=[CH:14][CH:15]=1)[CH3:22])=[O:31])[CH2:26][CH2:27][CH3:28]. Procedure: 2-(4-((3-Chloro-5-(trifluoromethyl)-2-pyridyl)-oxy)phenoxy)propanamide (2.24 grams (g), 0.006 mole) was dissolved in dry toluene (50 ml). Butyl isocyanate (1.8 g, 0.018 mole) was then added and the mixture refluxed 13 hours. At the end of this time most of the toluene was removed by distillation under reduced pressure and the residue taken up in hot heptane and treated with decolorizing carbon. After filtration and cooling the product was deposited in the form of fine white crystals, m.p. 126°-1... The reactants are NC1=C(C=C(C2=C1CCO2)C(=O)OC2CCN(CC2)C(=O)OC(C)(C)C)Cl (1,1-dimethylethyl 4-[[(4-amino-5-chloro-2,3-dihydro-7-benzofuranyl)carbonyl]oxy]-1-piperidinecarboxylate), [NH4+].[OH-] (NH4OH). The solvent is O1CCCC1 (tetrahydrofuran), Cl (hydrochloric acid). Product: NC1=C(C=C(C2=C1CCO2)C(=O)OC2CCNCC2)Cl (4-piperidinyl 4-amino-5-chloro-2,3-dihydro-7-benzofurancarboxylate). Yield: 49.7%. Reaction SMILES: [NH2:1][C:2]1[C:7]2[CH2:8][CH2:9][O:10][C:6]=2[C:5]([C:11]([O:13][CH:14]2[CH2:19][CH2:18][N:17](C(OC(C)(C)C)=O)[CH2:16][CH2:15]2)=[O:12])=[CH:4][C:3]=1[Cl:27].[NH4+].[OH-]>O1CCCC1.Cl>[NH2:1][C:2]1[C:7]2[CH2:8][CH2:9][O:10][C:6]=2[C:5]([C:11]([O:13][CH:14]2[CH2:19][CH2:18][NH:17][CH2:16][CH2:15]2)=[O:12])=[CH:4][C:3]=1[Cl:27] |f:1.2|. Procedure: A mixture of intermediate (8) (7 g) in tetrahydrofuran (20 ml) and hydrochloric acid (20 ml) was stirred and refluxed for 2 hours. The reaction mixture was cooled and alkalized with NH4OH. The organic layer was removed by decantation and the solvent was evaporated. The residue was purified by column chromatography over silica gel (eluent: CH2Cl2 /(CH3OH/NH3) 92/8). The pure fractions were collected and the solvent was evaporated. The residue (5.5 g) was repurified by high-performance liquid chro... Reactants: BrCCCCCC1=CC=CC=C1 ((5-bromopentyl)benzene), C([O-])([O-])=O.[K+].[K+] (potassium carbonate), C(C)OC(CC1(CC1)CCC(CC1=CC=C(C(=O)OC)C=C1)\C=C\C1=C(C=CC=C1)O)=O (methyl 4-[(3E)-2-{2-[1-(2-ethoxy-2-oxoethyl)cyclopropyl]ethyl}-4-(2-hydroxyphenyl)but-3-en-1-yl]benzoate). The solvent is C(C)#N (acetonitrile). The product is C(C)OC(CC1(CC1)CCC(CC1=CC=C(C(=O)OC)C=C1)\C=C\C1=C(C=CC=C1)OCCCCCC1=CC=CC=C1)=O (Methyl 4-((3E)-2-{2-[1-(2-ethoxy-2-oxoethyl)cyclopropyl]ethyl}-4-{2-[(5-phenylpentyl)oxy]-phenyl}but-3-en-1-yl)benzoate). As a reaction SMILES: Br[CH2:2][CH2:3][CH2:4][CH2:5][CH2:6][C:7]1[CH:12]=[CH:11][CH:10]=[CH:9][CH:8]=1.C(=O)([O-])[O-].[K+].[K+].[CH2:19]([O:21][C:22](=[O:50])[CH2:23][C:24]1([CH2:27][CH2:28][CH:29](/[CH:41]=[CH:42]/[C:43]2[CH:48]=[CH:47][CH:46]=[CH:45][C:44]=2[OH:49])[CH2:30][C:31]2[CH:40]=[CH:39][C:34]([C:35]([O:37][CH3:38])=[O:36])=[CH:33][CH:32]=2)[CH2:26][CH2:25]1)[CH3:20]>C(#N)C>[CH2:19]([O:21][C:22](=[O:50])[CH2:23][C:24]1([CH2:27][CH2:28][CH:29](/[CH:41]=[CH:42]/[C:43]2[CH:48]=[CH:47][CH:46]=[CH:45][C:44]=2[O:49][CH2:2][CH2:3][CH2:4][CH2:5][CH2:6][C:7]2[CH:12]=[CH:11][CH:10]=[CH:9][CH:8]=2)[CH2:30][C:31]2[CH:32]=[CH:33][C:34]([C:35]([O:37][CH3:38])=[O:36])=[CH:39][CH:40]=2)[CH2:25][CH2:26]1)[CH3:20] |f:1.2.3|. Reported procedure: 273 mg (1.2 mmol) of (5-bromopentyl)benzene and 222 mg (1.6 mmol) of anhydrous potassium carbonate are added to a solution of 350 mg (0.8 mmol) of methyl 4-[(3E)-2-{2-[1-(2-ethoxy-2-oxoethyl)cyclopropyl]ethyl}-4-(2-hydroxyphenyl)but-3-en-1-yl]benzoate in 10 ml of dry acetonitrile, and the mixture is heated under reflux for 12 hours. The mixture is then concentrated to dryness. The residue is taken up in ethyl acetate, washed with water and saturated sodium chloride solution and dried over sodium... Reactants: CN(C)C=O, CN(C(=O)OC(C)(C)C)c1cc(Cl)ccc1[N+](=O)[O-], [H-], [Na+], Oc1ccccn1. Yields the product CN(C(=O)OC(C)(C)C)c1cc(Oc2ccccn2)ccc1[N+](=O)[O-]. RXN SMILES: [CH3:29][N:30]([CH3:31])[CH:32]=[O:33].[Cl:8][c:9]1[cH:10][cH:11][c:12]([N+:24](=[O:25])[O-:26])[c:13]([N:15]([C:16]([O:17][C:18]([CH3:19])([CH3:20])[CH3:21])=[O:22])[CH3:23])[cH:14]1.[H-:27].[Na+:28].[OH:1][c:2]1[n:3][cH:4][cH:5][cH:6][cH:7]1>>[O:1]([c:2]1[n:3][cH:4][cH:5][cH:6][cH:7]1)[c:9]1[cH:10][cH:11][c:12]([N+:24](=[O:25])[O-:26])[c:13]([N:15]([C:16]([O:17][C:18]([CH3:19])([CH3:20])[CH3:21])=[O:22])[CH3:23])[cH:14]1. Starting materials: C1(=CC=CC=C1)N1C=C(C=C1)C=O (1-phenylpyrrole-3-aldehyde), [Mg] (magnesium), BrCCCCC (1-bromopentane). Yields the product OC(CCCCC)C1=CN(C=C1)C1=CC=CC=C1 (3-(1-Hydroxyhexyl)-1-phenylpyrrole). Isolated yield 95.9%. As a reaction SMILES: [C:1]1([N:7]2[CH:11]=[CH:10][C:9]([CH:12]=[O:13])=[CH:8]2)[CH:6]=[CH:5][CH:4]=[CH:3][CH:2]=1.[Mg].Br[CH2:16][CH2:17][CH2:18][CH2:19][CH3:20]>>[OH:13][CH:12]([C:9]1[CH:10]=[CH:11][N:7]([C:1]2[CH:6]=[CH:5][CH:4]=[CH:3][CH:2]=2)[CH:8]=1)[CH2:16][CH2:17][CH2:18][CH2:19][CH3:20]. Procedure details: This compound was synthesized according to the procedure described in Example 3. Thus, starting from 2.2 g of 1-phenylpyrrole-3-aldehyde, 1.2 g of magnesium and 3.8 g of 1-bromopentane, 3 g of pure product was obtained as an oil. Reactants: [Al+3], [Al+3], COc1cc(NC(=O)CCCCCN2CCNCC2)c2nccc(C)c2c1, [Cl-], [Cl-], [Cl-], [Cl-], [Cl-], [Cl-], [Cl-], [Li+], [Na+], C1CCOC1, [OH-], O. Product: COc1cc(NCCCCCCN2CCNCC2)c2nccc(C)c2c1. RXN SMILES: [Al+3:2].[Al+3:6].[CH3:11][O:12][c:13]1[cH:14][c:15]2[c:16]([CH3:37])[cH:17][cH:18][n:19][c:20]2[c:21]([NH:23][C:24]([CH2:25][CH2:26][CH2:27][CH2:28][CH2:29][N:30]2[CH2:31][CH2:32][NH:33][CH2:34][CH2:35]2)=[O:36])[cH:22]1.[Cl-:10].[Cl-:1].[Cl-:3].[Cl-:4].[Cl-:5].[Cl-:8].[Cl-:9].[Li+:7].[Na+:39].[O:40]1[CH2:41][CH2:42][CH2:43][CH2:44]1.[OH-:38].[OH2:45]>>[CH3:11][O:12][c:13]1[cH:14][c:15]2[c:16]([CH3:37])[cH:17][cH:18][n:19][c:20]2[c:21]([NH:23][CH2:24][CH2:25][CH2:26][CH2:27][CH2:28][CH2:29][N:30]2[CH2:31][CH2:32][NH:33][CH2:34][CH2:35]2)[cH:22]1. Reactants: NC(C(OC1=C(SC=C1Br)C(=O)O)C)=O (3-(2-amino-1-methyl-2-oxoethoxy)-4-bromothiophene-2-carboxylic acid), Cl.C(C)N=C=NCCCN(C)C (1-ethyl-3-(3-dimethylaminopropyl)carbodiimide hydrochloride), FC=1C=C(C=CC1)C1=CSC=2CNCCOC21 (8-(3-fluorophenyl)-2,3,4,5-tetrahydrothieno[2,3-f][1,4]oxazepine), CN(C)C=O (DMF). Run in O (Water). Yields the product BrC1=CSC=2C(NC(C(OC21)C)=O)=O (8-bromo-2-methylthieno[2,3-f][1,4]oxazepine-3,5(2H,4H)-dione). Yield: 77.2%. As a reaction SMILES: [NH2:1][C:2](=[O:15])[CH:3]([CH3:14])[O:4][C:5]1[C:9]([Br:10])=[CH:8][S:7][C:6]=1[C:11](O)=[O:12].Cl.C(N=C=NCCCN(C)C)C.FC1C=C(C2C3OCCNCC=3SC=2)C=CC=1.CN(C=O)C>O>[Br:10][C:9]1[C:5]2[O:4][CH:3]([CH3:14])[C:2](=[O:15])[NH:1][C:11](=[O:12])[C:6]=2[S:7][CH:8]=1 |f:1.2|. Procedure: A solution of 3-(2-amino-1-methyl-2-oxoethoxy)-4-bromothiophene-2-carboxylic acid (400 mg), 1-ethyl-3-(3-dimethylaminopropyl)carbodiimide hydrochloride (521 mg), 1-hydroxybenzotriazole 1 hydrate (417 mg) and DMF (4 mL) was stirred at room temperature for 1.5 hr. Water was poured into the reaction mixture, and the mixture was extracted with ethyl acetate. The extract was washed with saturated aqueous sodium hydrogen carbonate solution and saturated brine, and dried over magnesium sulfate, and the...